Dataset: the Open Reaction Database (ORD), a public repository of structured organic reaction records. Task: describe an organic reaction: reactants, conditions, products, and yield Reactants: ClCCl, CC(C)Sc1nc(OS(C)(=O)=O)cs1, [Na+], [Na+], O=C([O-])[O-], O=S(=O)(Cl)Cl. The product is CC(C)Sc1nc(OS(C)(=O)=O)c(Cl)s1. Reaction SMILES: [CH2:26]([Cl:27])[Cl:28].[CH:1]([CH3:2])([CH3:3])[S:4][c:5]1[s:6][cH:7][c:8]([O:10][S:11](=[O:12])(=[O:13])[CH3:14])[n:9]1.[Na+:20].[Na+:21].[O-:22][C:23](=[O:24])[O-:25].[S:15]([Cl:16])(=[O:17])([Cl:18])=[O:19]>>[CH:1]([CH3:2])([CH3:3])[S:4][c:5]1[s:6][c:7]([Cl:18])[c:8]([O:10][S:11](=[O:12])(=[O:13])[CH3:14])[n:9]1. Starting materials: O=C([O-])[O-], CCOC(C)=O, CN(C)C=O, CCCI, [K+], [K+], COC(=O)c1ncccc1O. Yields the product CCCOc1cccnc1C(=O)OC. RXN SMILES: [C:16](=[O:17])([O-:18])[O-:19].[CH3:22][CH2:23][O:24][C:25](=[O:26])[CH3:27].[CH3:28][N:29]([CH3:30])[CH:31]=[O:32].[I:12][CH2:13][CH2:14][CH3:15].[K+:20].[K+:21].[OH:1][c:2]1[c:3]([C:8](=[O:9])[O:10][CH3:11])[n:4][cH:5][cH:6][cH:7]1>>[O:1]([c:2]1[c:3]([C:8](=[O:9])[O:10][CH3:11])[n:4][cH:5][cH:6][cH:7]1)[CH2:13][CH2:14][CH3:15]. Reactants: COC=1C=C(C=CC1OC)CCC(=O)N (3-(3,4-dimethoxyphenyl)propionic acid amide), C(CCC)[SnH](CCCC)CCCC (tri-n-butyltin hydride), tetrakistriphenylphosphine palladium(0). Run in O1CCCC1 (tetrahydrofuran), O1CCCC1 (tetrahydrofuran). Reaction conditions: time 30 minute. The product is C(CCC)[Sn](\C(\C(=O)N)=C\C1=CC(=C(C=C1)OC)OC)(CCCC)CCCC ((E)-2-(tributylstannyl)-3-(3,4-dimethoxyphenyl)acrylamide). Yield: 29.8%. Reaction SMILES: [CH3:1][O:2][C:3]1[CH:4]=[C:5]([CH2:11][CH2:12][C:13]([NH2:15])=[O:14])[CH:6]=[CH:7][C:8]=1[O:9][CH3:10].[CH2:16]([SnH:20]([CH2:25][CH2:26][CH2:27][CH3:28])[CH2:21][CH2:22][CH2:23][CH3:24])[CH2:17][CH2:18][CH3:19]>O1CCCC1>[CH2:25]([Sn:20]([CH2:16][CH2:17][CH2:18][CH3:19])([CH2:21][CH2:22][CH2:23][CH3:24])/[C:12](=[CH:11]/[C:5]1[CH:6]=[CH:7][C:8]([O:9][CH3:10])=[C:3]([O:2][CH3:1])[CH:4]=1)/[C:13]([NH2:15])=[O:14])[CH2:26][CH2:27][CH3:28]. Procedure details: 3-(3,4-dimethoxyphenyl)propionic acid amide (20.5 mg, 0.1 mmol) prepared in the same manner as in Reference Synthetic Example 8 was dissolved in tetrahydrofuran (2 ml) in nitrogen atmosphere, and under cooling with ice, tetrakistriphenylphosphine palladium(0) (5 mg, 0.004 mmol) was added, and then a tetrahydrofuran solution (0.5 ml) of tri-n-butyltin hydride (35 μl, 0.13 mmol) was dropwise added. After stirring for 30 minutes, the solution was concentrated under reduced pressure, and the residue... Starting materials: COC([C@@H](N)CC1=CC=C(C=C1)C=1C(N(C(N(C1C)C)=O)C)=O)=O (4-(1,3,6-trimethyl-2,4-dioxo-5-pyrimidinyl)-L-phenylalanine methyl ester), FC1=C(C(=O)O)C(=CC=C1)F (2,6-difluorobenzoic acid). Yields the product FC1=C(C(=CC=C1)F)C(=O)N[C@@H](CC1=CC=C(C=C1)C=1C(N(C(N(C1C)C)=O)C)=O)C(=O)O (N-[(2,6-difluorophenyl)carbonyl]-4-(1,3,6-trimethyl-2,4-dioxo-5-pyrimidinyl)-L-phenylalanine). RXN SMILES: C[O:2][C:3](=[O:24])[C@H:4]([CH2:6][C:7]1[CH:12]=[CH:11][C:10]([C:13]2[C:14](=[O:23])[N:15]([CH3:22])[C:16](=[O:21])[N:17]([CH3:20])[C:18]=2[CH3:19])=[CH:9][CH:8]=1)[NH2:5].[F:25][C:26]1[CH:34]=[CH:33][CH:32]=[C:31]([F:35])[C:27]=1[C:28](O)=[O:29]>>[F:25][C:26]1[CH:34]=[CH:33][CH:32]=[C:31]([F:35])[C:27]=1[C:28]([NH:5][C@H:4]([C:3]([OH:2])=[O:24])[CH2:6][C:7]1[CH:8]=[CH:9][C:10]([C:13]2[C:14](=[O:23])[N:15]([CH3:22])[C:16](=[O:21])[N:17]([CH3:20])[C:18]=2[CH3:19])=[CH:11][CH:12]=1)=[O:29]. Procedure details: N-[(2,6-difluorophenyl)carbonyl]-4-(1,3,6-trimethyl-2,4-dioxo-5-pyrimidinyl)-L-phenylalanine was prepared from 4-(1,3,6-trimethyl-2,4-dioxo-5-pyrimidinyl)-L-phenylalanine methyl ester and 2,6-difluorobenzoic acid using the general procedures described in example 7 and was obtained as an amorphous white solid. ES-HRMS m/e calcd for C23H21F2N3O5 (M+Na) 480.1483, found 480.1489. The reactants are COC1=CC=C(CO)C=C1 (4-methoxybenzylalcohol), S(=O)(=O)(C1=CC=C(C)C=C1)Cl (tosyl chloride), C(C)N(C1=CC=CC=C1)C (N-ethyl-N-methylaniline), C1(CCCCC1)NC1CCCCC1 (dicyclohexylamine). Solvent: ClCCl (dichloromethane). Run at temperature 5 celsius, time 6 hour. The product is S(=O)(=O)([O-])C1=CC=C(C)C=C1.COC1=CC=C(C[N+](C2=CC=CC=C2)(C)CC)C=C1 (N-(4-methoxybenzyl)-N-ethyl-N-methyl-anilinium tosylate). Yield: 50.0%. RXN SMILES: [S:1](Cl)([C:4]1[CH:10]=[CH:9][C:7]([CH3:8])=[CH:6][CH:5]=1)(=[O:3])=[O:2].[CH2:12]([N:14]([CH3:21])[C:15]1[CH:20]=[CH:19][CH:18]=[CH:17][CH:16]=1)[CH3:13].C1(NC2CCCCC2)CCCCC1.[CH3:35][O:36][C:37]1[CH:44]=[CH:43][C:40]([CH2:41]O)=[CH:39][CH:38]=1>ClCCl>[S:1]([C:4]1[CH:10]=[CH:9][C:7]([CH3:8])=[CH:6][CH:5]=1)([O-:36])(=[O:3])=[O:2].[CH3:35][O:36][C:37]1[CH:44]=[CH:43][C:40]([CH2:41][N+:14]([CH2:12][CH3:13])([CH3:21])[C:15]2[CH:20]=[CH:19][CH:18]=[CH:17][CH:16]=2)=[CH:39][CH:38]=1 |f:5.6|. Procedure: 19.07 g (0.1 mol) of tosyl chloride, 13.5 g (0.1 mol) of N-ethyl-N-methylaniline and 27.20 g (0.15 mol) of dicyclohexylamine were dissolved in 60 g of dichloromethane, and, after cooling to 5° C., there was added 13.81 g (0.1 mol) of 4-methoxybenzylalcohol. While suppressing excessive elevation of the temperature, the reaction was allowed for 6 hours. After the completion of the reaction, the mixture was concentrated, and the precipitated white solid was washed with ether and dried to give N-(4-...